This data is from the Open Reaction Database (ORD), a public repository of structured organic reaction records. The task is: describe an organic reaction: reactants, conditions, products, and yield The reactants are C(C1=CC=CC=C1)N (benzylamine), ClC=1C2=C(N=C(N1)C1=CC=NC=C1)SC(=C2)Cl (4-chloro-2-(pyridin-4-yl)-6-chloro-thieno-[2,3-d]-pyrimidine). Yields the product N1=CC=C(C=C1)C=1N=C(C2=C(N1)SC(=C2)Cl)NCC2=CC=CC=C2 (2-(pyridin-4-yl)-4-benzylamino-6-chloro-thieno-[2,3-d]-pyrimidine). Reaction SMILES: [CH2:1]([NH2:8])[C:2]1[CH:7]=[CH:6][CH:5]=[CH:4][CH:3]=1.Cl[C:10]1[C:11]2[CH:24]=[C:23]([Cl:25])[S:22][C:12]=2[N:13]=[C:14]([C:16]2[CH:21]=[CH:20][N:19]=[CH:18][CH:17]=2)[N:15]=1>>[N:19]1[CH:18]=[CH:17][C:16]([C:14]2[N:15]=[C:10]([NH:8][CH2:1][C:2]3[CH:7]=[CH:6][CH:5]=[CH:4][CH:3]=3)[C:11]3[CH:24]=[C:23]([Cl:25])[S:22][C:12]=3[N:13]=2)=[CH:21][CH:20]=1. Procedure: With the procedure of Example 1, the reaction of benzylamine with 4-chloro-2-(pyridin-4-yl)-6-chloro-thieno-[2,3-d]-pyrimidine yields 2-(pyridin-4-yl)-4-benzylamino-6-chloro-thieno-[2,3-d]-pyrimidine. The reactants are C(C)(C)N(C(C)C)CC (N,N-Diisopropylethylamine), Cl.C1N(CCC12CCNCC2)C(=O)OC(C)(C)C (tert-butyl 2,8-diazaspiro[4.5]decane-2-carboxylate hydrochloride), C(C)#N (acetonitrile), CS(=O)(=O)Cl (methanesulfonyl chloride). Run at time 1 hour. The product is CSN1CCC2(CCN(C2)C(=O)OC(C)(C)C)CC1 (tert-butyl 8-(methylsulfanyl)-2,8-diazaspiro[4.5]decane-2-carboxylate). As a reaction SMILES: C(N(CC)C(C)C)(C)C.Cl.[CH2:11]1[C:15]2([CH2:20][CH2:19][NH:18][CH2:17][CH2:16]2)[CH2:14][CH2:13][N:12]1[C:21]([O:23][C:24]([CH3:27])([CH3:26])[CH3:25])=[O:22].C(#N)C.[CH3:31][S:32](Cl)(=O)=O>>[CH3:31][S:32][N:18]1[CH2:17][CH2:16][C:15]2([CH2:11][N:12]([C:21]([O:23][C:24]([CH3:27])([CH3:26])[CH3:25])=[O:22])[CH2:13][CH2:14]2)[CH2:20][CH2:19]1 |f:1.2|. Procedure details: N,N-Diisopropylethylamine (30.0 μL, 0.000172 mol) was added to tert-butyl 2,8-diazaspiro[4.5]decane-2-carboxylate hydrochloride (18.5 mg, 0.0000668 mol) in acetonitrile (1.0 mL, 0.019 mol), followed by methanesulfonyl chloride (10.0 μL, 0.000129 mol). After stirring for 1 h the solvent was evaporated, and the residue was dried under high vacuum and was used in the next step without further purification. Starting materials: C(CC)C1=CC=C(C=C1)C1=CC=C(C=C1)C1CCCCC1 (4-(4-propylphenyl)-phenylcyclohexane), C1(=CC=CC=C1)C (toluene), C(=O)O (formic acid). The product is C(CC)C1=CC=C(C=C1)C1=CC=C(C=C1)C1CCC(CC1)CCC=O (3-(4-(4-(4-propylphenyl)phenyl)cyclohexyl)propanal). RXN SMILES: [CH2:1]([C:4]1[CH:9]=[CH:8][C:7]([C:10]2[CH:15]=[CH:14][C:13]([CH:16]3[CH2:21][CH2:20][CH2:19][CH2:18][CH2:17]3)=[CH:12][CH:11]=2)=[CH:6][CH:5]=1)[CH2:2][CH3:3].[CH:22]([OH:24])=O.[C:25]1(C)C=CC=C[CH:26]=1>>[CH2:1]([C:4]1[CH:9]=[CH:8][C:7]([C:10]2[CH:11]=[CH:12][C:13]([CH:16]3[CH2:21][CH2:20][CH:19]([CH2:25][CH2:26][CH:22]=[O:24])[CH2:18][CH2:17]3)=[CH:14][CH:15]=2)=[CH:6][CH:5]=1)[CH2:2][CH3:3]. Procedure details: This cyclohexane derivative (11.8 g, 30 mmols) was dissolved in toluene (100 ml), followed by adding formic acid (5 ml), heating the mixture under reflux for 5 hours, washing the reaction mixture with water after completion of the stirring, drying over anhydrous magnesium sulfate, concentrating under reduced pressure and isolating the resulting yellow oil, to obtain 3-(4-(4-(4-propylphenyl)phenyl)cyclohexyl)propanal. This product is used in the subsequent reaction without any purification. Reactants: ClC1=C(C2=C(CCN(CC2)C(C(F)(F)F)=O)C=C1)OS(=O)(=O)C(F)(F)F (7-chloro-3-(2,2,2-trifluoroacetyl)-6-trifluoromethanesulfonyloxy-2,3,4,5-tetrahydro-1H-benzo[d]azepine), ClC1=CC=C(C(C)N)C=C1 ((±)-4-chloro-(α-methyl)benzylamine). Product: ClC1=C(C2=C(CCN(CC2)C(C(F)(F)F)=O)C=C1)NC(C)C1=CC=C(C=C1)Cl ((±)-7-chloro-6-[1-(4-chlorophenyl)-ethylamino]-3-(2,2,2-trifluoroacetyl)-2,3,4,5-tetrahydro-1H-benzo[d]azepine). Isolated yield 37.8%. Reaction SMILES: [Cl:1][C:2]1[CH:18]=[CH:17][C:5]2[CH2:6][CH2:7][N:8]([C:11](=[O:16])[C:12]([F:15])([F:14])[F:13])[CH2:9][CH2:10][C:4]=2[C:3]=1OS(C(F)(F)F)(=O)=O.[Cl:27][C:28]1[CH:36]=[CH:35][C:31]([CH:32]([NH2:34])[CH3:33])=[CH:30][CH:29]=1>>[Cl:1][C:2]1[CH:18]=[CH:17][C:5]2[CH2:6][CH2:7][N:8]([C:11](=[O:16])[C:12]([F:15])([F:14])[F:13])[CH2:9][CH2:10][C:4]=2[C:3]=1[NH:34][CH:32]([C:31]1[CH:35]=[CH:36][C:28]([Cl:27])=[CH:29][CH:30]=1)[CH3:33]. Procedure: Use a method similar to the General Procedure 5-3 to couple 7-chloro-3-(2,2,2-trifluoroacetyl)-6-trifluoromethanesulfonyloxy-2,3,4,5-tetrahydro-1H-benzo[d]azepine (852 mg, 2.0 mmol) and (±)-4-chloro-(α-methyl)benzylamine (622 mg, 4.0 mmol). Purify by chromatography on silica gel eluting with hexane/EtOAc (1:0 and 9:1) to obtain (±)-7-chloro-6-[1-(4-chlorophenyl)-ethylamino]-3-(2,2,2-trifluoroacetyl)-2,3,4,5-tetrahydro-1H-benzo[d]azepine (326 mg, 38%). MS (ES+) m/z: 431 (M+H)+. Reactants: CCO, CCOC(=O)C(=C(c1ccc(F)cc1)c1ccc(F)cc1)n1cnnn1, [Li+], [OH-], O. The product is O=C(O)C(=C(c1ccc(F)cc1)c1ccc(F)cc1)n1cnnn1. RXN SMILES: [CH3:29][CH2:30][OH:31].[F:3][c:4]1[cH:5][cH:6][c:7]([C:10](=[C:11]([C:12](=[O:13])[O:14][CH2:15][CH3:16])[n:17]2[n:18][n:19][n:20][cH:21]2)[c:22]2[cH:23][cH:24][c:25]([F:28])[cH:26][cH:27]2)[cH:8][cH:9]1.[Li+:2].[OH-:1].[OH2:32]>>[F:3][c:4]1[cH:5][cH:6][c:7]([C:10](=[C:11]([C:12](=[O:13])[OH:14])[n:17]2[n:18][n:19][n:20][cH:21]2)[c:22]2[cH:23][cH:24][c:25]([F:28])[cH:26][cH:27]2)[cH:8][cH:9]1.